Dataset: the Open Reaction Database (ORD), a public repository of structured organic reaction records. Task: describe an organic reaction: reactants, conditions, products, and yield The reactants are C(C)(C)OC(CC1=NC(=NO1)C(C1=CC=CC=C1)=O)=O (isopropyl(3-benzoyl-1,2,4-oxadiazol-5-yl)acetate), S(O)(O)(=O)=O (sulfuric acid), resultant solution. The solvent is ice water. Reaction conditions: time 3 minute. Product: C(C1=CC=CC=C1)(=O)C1=NOC(=N1)CC(=O)O ((3-Benzoyl-1,2,4-oxadiazol-5-yl)acetic acid). Isolated yield 48.1%. Reaction SMILES: C([O:4][C:5](=[O:20])[CH2:6][C:7]1[O:11][N:10]=[C:9]([C:12](=[O:19])[C:13]2[CH:18]=[CH:17][CH:16]=[CH:15][CH:14]=2)[N:8]=1)(C)C.S(=O)(=O)(O)O>>[C:12]([C:9]1[N:8]=[C:7]([CH2:6][C:5]([OH:20])=[O:4])[O:11][N:10]=1)(=[O:19])[C:13]1[CH:14]=[CH:15][CH:16]=[CH:17][CH:18]=1. Procedure details: To a flask containing 8.6 g of isopropyl(3-benzoyl-1,2,4-oxadiazol-5-yl)acetate, which had been cooled in an ice bath, was added 50 ml of cold 97% sulfuric acid. This mixture was swirled continuously for three minutes. The resultant solution was poured gradually into one liter of ice water with mechanical stirring to precipitate the product. The solid was collected by filtration, washed with excess water and dried in vacuo. Recrystallization from acetone/hexane gave 3.5 g (48%) of crystals, m.p....